This data is from the Open Reaction Database (ORD), a public repository of structured organic reaction records. The task is: describe an organic reaction: reactants, conditions, products, and yield The reactants are CS(=O)(=O)OC(CN(S(=O)(=O)C1=CC=CC=C1)C)C1=CC=CC=C1 (N-(2-Methanesulfonyloxy-2-phenylethyl)-N-methylbenzenesulfonamide), N1CCC2(CC1)C1=C(SC2)C=CC=C1 (spiro(benzo[b]thiophene-3(2H),4'-piperidine)), C([O-])([O-])=O.[Na+].[Na+] (sodium carbonate). The solvent is CN(C)C=O (DMF). Run at temperature 40 celsius, time 1.5 hour. Yields the product CN(S(=O)(=O)C1=CC=CC=C1)CC(N1CCC2(CC1)C1=C(SC2)C=CC=C1)C1=CC=CC=C1 (N-Methyl-N-(2-phenyl-2-(spiro(benzo[b]thiophene-3(2H),4'-piperidin)-1'-yl)ethyl)benzenesulfonamide). Yield: 62.2%. Reaction SMILES: CS(O[CH:6]([C:19]1[CH:24]=[CH:23][CH:22]=[CH:21][CH:20]=1)[CH2:7][N:8]([CH3:18])[S:9]([C:12]1[CH:17]=[CH:16][CH:15]=[CH:14][CH:13]=1)(=[O:11])=[O:10])(=O)=O.[NH:25]1[CH2:30][CH2:29][C:28]2([CH2:34][S:33][C:32]3[CH:35]=[CH:36][CH:37]=[CH:38][C:31]2=3)[CH2:27][CH2:26]1.C(=O)([O-])[O-].[Na+].[Na+]>CN(C=O)C>[CH3:18][N:8]([CH2:7][CH:6]([C:19]1[CH:20]=[CH:21][CH:22]=[CH:23][CH:24]=1)[N:25]1[CH2:30][CH2:29][C:28]2([CH2:34][S:33][C:32]3[CH:35]=[CH:36][CH:37]=[CH:38][C:31]2=3)[CH2:27][CH2:26]1)[S:9]([C:12]1[CH:13]=[CH:14][CH:15]=[CH:16][CH:17]=1)(=[O:10])=[O:11] |f:2.3.4|. Procedure details: N-(2-Methanesulfonyloxy-2-phenylethyl)-N-methylbenzenesulfonamide (128 mg, 0.346 mmol), spiro(benzo[b]thiophene-3(2H),4'-piperidine) (142 mg, 0.693 mmol), and sodium carbonate (167 mg, 1.04 mmol) were combined in 1.0 mL of dry DMF. The mixture was stirred under nitrogen 1 h at room temperature and 1.5 h at 40° C., then slowly warmed to 65° C. and maintained at that temperature for 5 h. After cooling to room temperature and stirring overnight, the mixture was partitioned between 50 mL of ethyl ac... The reactants are CNC, CNS(=O)(=O)CCCC(C)N(c1cc(Cl)ccc1Cl)S(=O)(=O)c1ccc(Cl)cc1. Yields the product CC(CCCS(=O)(=O)N(C)C)N(c1cc(Cl)ccc1Cl)S(=O)(=O)c1ccc(Cl)cc1. Reaction SMILES: [CH3:30][NH:31][CH3:32].[Cl:1][c:2]1[cH:3][cH:4][c:5]([S:8](=[O:9])(=[O:10])[N:11]([CH:12]([CH2:13][CH2:14][CH2:15][S:16](=[O:17])(=[O:18])[NH:19][CH3:20])[CH3:21])[c:22]2[c:23]([Cl:29])[cH:24][cH:25][c:26]([Cl:28])[cH:27]2)[cH:6][cH:7]1>>[Cl:1][c:2]1[cH:3][cH:4][c:5]([S:8](=[O:9])(=[O:10])[N:11]([CH:12]([CH2:13][CH2:14][CH2:15][S:16](=[O:17])(=[O:18])[N:19]([CH3:20])[CH3:30])[CH3:21])[c:22]2[c:23]([Cl:29])[cH:24][cH:25][c:26]([Cl:28])[cH:27]2)[cH:6][cH:7]1. Starting materials: C1COCCO1, Cc1c(-c2ccccc2)nnc(N2CCN(C(=O)OC(C)(C)C)C(C)C2)c1C, CO, Cl. Product: Cc1c(-c2ccccc2)nnc(N2CCNC(C)C2)c1C. As a reaction SMILES: [CH2:30]1[O:31][CH2:32][CH2:33][O:34][CH2:35]1.[CH3:1][c:2]1[c:3]([N:15]2[CH2:16][CH:17]([CH3:28])[N:18]([C:21]([O:22][C:23]([CH3:24])([CH3:25])[CH3:26])=[O:27])[CH2:19][CH2:20]2)[n:4][n:5][c:6](-[c:9]2[cH:10][cH:11][cH:12][cH:13][cH:14]2)[c:7]1[CH3:8].[CH3:36][OH:37].[ClH:29]>>[CH3:1][c:2]1[c:3]([N:15]2[CH2:16][CH:17]([CH3:28])[NH:18][CH2:19][CH2:20]2)[n:4][n:5][c:6](-[c:9]2[cH:10][cH:11][cH:12][cH:13][cH:14]2)[c:7]1[CH3:8].